Dataset: the Open Reaction Database (ORD), a public repository of structured organic reaction records. Task: describe an organic reaction: reactants, conditions, products, and yield Reaction SMILES: [S:1]1([C:12]2[C:7](=[CH:8][CH:9]=[CH:10][CH:11]=2)[C:5](=[O:6])[NH:4]1)(=[O:3])=[O:2].[CH2:13]1[O:23][C:22]2[CH:21]=[CH:20][C:17]([CH2:18]Cl)=[CH:16][C:15]=2[O:14]1>CN(C=O)C.C(Cl)Cl.C(OCC)(=O)C>[O:23]1[C:22]2[CH:21]=[CH:20][C:17]([CH2:18][N:4]3[C:5](=[O:6])[C:7]4[CH:8]=[CH:9][CH:10]=[CH:11][C:12]=4[S:1]3(=[O:2])=[O:3])=[CH:16][C:15]=2[O:14][CH2:13]1. Run in CN(C)C=O (DMF), C(C)(=O)OCC (ethyl acetate), C(Cl)Cl (methylene chloride), C(Cl)Cl (methylene chloride). Conditions: time 10 minute. Procedure: To saccharin (5.0 g, 0.0273 mol) in DMF (10 mL) was added Nail (1.15 g, 60% in oil, 0.0288 mol) with ice bath cooling. After stirring for 10 minutes. a solution of 3,4-methylenedioxybenzyl chloride in methylene chloride, 50% by weight, (10 g, 0.0293 mol) was added and the mixture stirred for 16 hours. The mixture was diluted with ethyl acetate (200 mL) containing 10% methylene chloride and washed with IN HCl (2×100 mL). The organic phase was washed with brine and dried over MgSO4. The mixture wa... The product is O1COC2=C1C=CC(=C2)CN2S(C1=C(C2=O)C=CC=C1)(=O)=O (2-Benzo[1,3]dioxol-5-ylmethyl-1,1-dioxo-1,2-dihydro-1λ6 -benzo[d]isothiazol-3-one). Reactants: S1(=O)(=O)NC(=O)C2=CC=CC=C12 (saccharin), C1OC=2C=C(CCl)C=CC2O1 (3,4-methylenedioxybenzyl chloride). Reactants: ClC1=C(C#N)C(=CC(=N1)Cl)C1=CC=C(C=C1)OC1=CC=CC=C1 (2,6-dichloro-4-(4-phenoxyphenyl)nicotinonitrile), C(C)(=O)NC=1C=C(C=CC1)B(O)O (3-acetamidophenylboronic acid), O.[O-]P(=O)([O-])[O-].[K+].[K+].[K+] (potassium phosphate tribasic monohydrate). The reagents and catalysts are C1(=CC=CC=C1)P(C1=CC=CC=C1)C1=CC=CC=C1.C1(=CC=CC=C1)P(C1=CC=CC=C1)C1=CC=CC=C1.C1(=CC=CC=C1)P(C1=CC=CC=C1)C1=CC=CC=C1.C1(=CC=CC=C1)P(C1=CC=CC=C1)C1=CC=CC=C1.[Pd] (palladium tetrakis(triphenylphosphine)). The solvent is CN(C=O)C (N,N-dimethylformamide), C(C)(=O)OCC (ethyl acetate). Run at temperature 90 celsius. Product: ClC1=C(C(=CC(=N1)C=1C=C(C=CC1)NC(C)=O)C1=CC=C(C=C1)OC1=CC=CC=C1)C#N (N-(3-(6-chloro-5-cyano-4-(4-phenoxyphenyl)pyridin-2-yl)phenyl)acetamide). Yield: 42.7%. RXN SMILES: [Cl:1][C:2]1[N:9]=[C:8](Cl)[CH:7]=[C:6]([C:11]2[CH:16]=[CH:15][C:14]([O:17][C:18]3[CH:23]=[CH:22][CH:21]=[CH:20][CH:19]=3)=[CH:13][CH:12]=2)[C:3]=1[C:4]#[N:5].[C:24]([NH:27][C:28]1[CH:29]=[C:30](B(O)O)[CH:31]=[CH:32][CH:33]=1)(=[O:26])[CH3:25].O.[O-]P([O-])([O-])=O.[K+].[K+].[K+]>CN(C)C=O.C(OCC)(=O)C.C1(P(C2C=CC=CC=2)C2C=CC=CC=2)C=CC=CC=1.C1(P(C2C=CC=CC=2)C2C=CC=CC=2)C=CC=CC=1.C1(P(C2C=CC=CC=2)C2C=CC=CC=2)C=CC=CC=1.C1(P(C2C=CC=CC=2)C2C=CC=CC=2)C=CC=CC=1.[Pd]>[Cl:1][C:2]1[N:9]=[C:8]([C:32]2[CH:33]=[C:28]([NH:27][C:24](=[O:26])[CH3:25])[CH:29]=[CH:30][CH:31]=2)[CH:7]=[C:6]([C:11]2[CH:12]=[CH:13][C:14]([O:17][C:18]3[CH:23]=[CH:22][CH:21]=[CH:20][CH:19]=3)=[CH:15][CH:16]=2)[C:3]=1[C:4]#[N:5] |f:2.3.4.5.6,9.10.11.12.13|. Reported procedure: A mixture of 2,6-dichloro-4-(4-phenoxyphenyl)nicotinonitrile (51 mg, 0.149 mmol, from Step 2 of Example 8), 3-acetamidophenylboronic acid (29.4 mg, 0.164 mmol), palladium tetrakis(triphenylphosphine) (15.12 mg, 0.015 mmol) and potassium phosphate tribasic monohydrate (0.299 mL, 0.598 mmol) in N,N-dimethylformamide (1.5 mL) was heated to 90° C. under nitrogen for 2 h. After cooling to room temperature, the mixture was diluted with ethyl acetate (80 mL), washed with water (10 mL), brine (10 mL), d... Starting materials: O=CC1CCC(COCc2ccccc2)CC1, CO, CC(=O)O, [O-]Cl, [Na+]. Yields the product COC(=O)C1CCC(COCc2ccccc2)CC1. As a reaction SMILES: [CH2:1]([c:2]1[cH:3][cH:4][cH:5][cH:6][cH:7]1)[O:8][CH2:9][CH:10]1[CH2:11][CH2:12][CH:13]([CH:16]=[O:17])[CH2:14][CH2:15]1.[CH3:21][OH:22].[CH3:23][C:24](=[O:25])[OH:26].[Cl:18][O-:19].[Na+:20]>>[CH2:1]([c:2]1[cH:3][cH:4][cH:5][cH:6][cH:7]1)[O:8][CH2:9][CH:10]1[CH2:11][CH2:12][CH:13]([C:16](=[O:17])[O:22][CH3:21])[CH2:14][CH2:15]1. Reactants: ClC=1C=C(C=CC1Cl)C=1SC=C(N1)CS(=O)(=O)NC(C(=O)[O-])=O (N-[[2-(3,4-dichlorophenyl)thiazol-4-yl]methanesulfonyl]oxamate), CC(C)([O-])C.[K+] (potassium tert-butoxide), O (water). Run in CN(C=O)C (dimethylformamide). Conditions: time 8 hour. Yields the product ClC=1C=C(C=CC1Cl)C=1SC=C(N1)C1=C(C(NS1(=O)=O)=O)O (5-[2-(3,4-Dichlorophenyl)thiazol-4-yl]-4-hydroxy-3(2H)-isothiazolone-1,1-dioxide). Reaction SMILES: [Cl:1][C:2]1[CH:3]=[C:4]([C:9]2[S:10][CH:11]=[C:12]([CH2:14][S:15]([NH:18][C:19](=[O:23])[C:20]([O-])=[O:21])(=[O:17])=[O:16])[N:13]=2)[CH:5]=[CH:6][C:7]=1[Cl:8].CC(C)([O-])C.[K+].O>CN(C)C=O>[Cl:1][C:2]1[CH:3]=[C:4]([C:9]2[S:10][CH:11]=[C:12]([C:14]3[S:15](=[O:17])(=[O:16])[NH:18][C:19](=[O:23])[C:20]=3[OH:21])[N:13]=2)[CH:5]=[CH:6][C:7]=1[Cl:8] |f:1.2|. Procedure: To a solution of the ethyl oxamate intermediate prepared in Step E above (4.4 g., 0.010 mol) in dimethylformamide (26 ml) was added potassium tert-butoxide (3.5 g., 0.032 mol) in portions over 15 minutes. After stirring overnight, the reaction mixture was poured into water (250 ml). Acidification with 6 N hydrochloric acid, followed by filtration, yielded 3.5 g. of crude product. Recrystallization from tetrahydrofuran-ether-petroleum ether gave 1.74 g. of the title compound, m.p. 301° C. (dec.). As a reaction SMILES: [C:1]([C:3]1[CH:8]=[CH:7][C:6]([NH:9][C@@H:10]2[CH2:15][CH2:14][CH2:13][CH2:12][C@@H:11]2[NH:16]C(=O)OC(C)(C)C)=[CH:5][C:4]=1[NH:24][C:25]1[CH:26]=[N:27][N:28]([CH3:30])[CH:29]=1)#[N:2].C([O-])([O-])=[O:32].[K+].[K+].OO.O>CS(C)=O.CCOC(C)=O>[NH2:16][C@H:11]1[CH2:12][CH2:13][CH2:14][CH2:15][C@H:10]1[NH:9][C:6]1[CH:7]=[CH:8][C:3]([C:1]([NH2:2])=[O:32])=[C:4]([NH:24][C:25]2[CH:26]=[N:27][N:28]([CH3:30])[CH:29]=2)[CH:5]=1 |f:1.2.3|. Procedure details: To a solution of tert-butyl (1S,2R)-2-(4-cyano-3-(1-methyl-1H-pyrazol-4-ylamino)phenylamino)cyclohexylcarbamate (50 mg, 0.12 mmol) in DMSO (1 mL), K2CO3 (100 mg, 0.724 mmol) and H2O2 (50% aq., 0.800 mL) were added. The mixture was stirred at 100 C for 10 min. Water and EtOAc were added. The organic phase was separated, dried over Na2SO4, concentrated in vacuo. The residue was dissolved in TFA (1 mL). After 10 min of standing, TFA was removed in vacuo. The residue was purified by HPLC to give the... Reactants: O (Water), C(#N)C1=C(C=C(C=C1)N[C@H]1[C@H](CCCC1)NC(OC(C)(C)C)=O)NC=1C=NN(C1)C (tert-butyl (1S,2R)-2-(4-cyano-3-(1-methyl-1H-pyrazol-4-ylamino)phenylamino)cyclohexylcarbamate), C(=O)([O-])[O-].[K+].[K+] (K2CO3), OO (H2O2). Reaction conditions: time 10 minute. The product is N[C@@H]1[C@@H](CCCC1)NC1=CC(=C(C(=O)N)C=C1)NC=1C=NN(C1)C (4-((1R,2S)-2-aminocyclohexylamino)-2-(1-methyl-1H-pyrazol-4-ylamino)benzamide). Run in CCOC(=O)C (EtOAc), CS(=O)C (DMSO). Isolated yield 78.7%. Reaction SMILES: [C:31]([OH:32])([CH3:33])([CH3:34])[CH3:35].[CH2:12]([N+:13]([CH2:14][CH3:15])([CH2:16][CH3:17])[CH2:18][CH3:19])[CH3:20].[CH2:1]=[CH:2][CH2:3][CH2:4][CH2:5][CH2:6][CH2:7][CH2:8][CH2:9][CH3:10].[CH2:23]([c:24]1[cH:25][cH:26][cH:27][cH:28][cH:29]1)[CH3:30].[O-:21][OH:22].[OH-:11]>>[CH2:1]([CH:2]([CH2:3][CH2:4][CH2:5][CH2:6][CH2:7][CH2:8][CH2:9][CH3:10])[OH:21])[OH:11]. Product: CCCCCCCCC(O)CO. Starting materials: CC(C)(C)O, CC[N+](CC)(CC)CC, C=CCCCCCCCC, CCc1ccccc1, [O-]O, [OH-].